Dataset: the Open Reaction Database (ORD), a public repository of structured organic reaction records. Task: describe an organic reaction: reactants, conditions, products, and yield Starting materials: N(C(=N)N)C=1SC=C(N1)CSCCN (2-(2-guanidino-4-thiazolylmethylthio)ethylamine), CSC=1NCCCC1[N+](=O)[O-] (2-methylthio-3-nitro-1,4,5,6-tetrahydropyridine). Run in C(C)O (ethanol). Run at time 8 hour. The product is N(C(=N)N)C=1SC=C(N1)CSCCNC=1NCCCC1[N+](=O)[O-] (2-[2-(2-Guanidino-4-thiazolylmethylthio)ethylamino-]-3-nitro-1,4,5,6-tetrahydropyridine). As a reaction SMILES: [NH:1]([C:5]1[S:6][CH:7]=[C:8]([CH2:10][S:11][CH2:12][CH2:13][NH2:14])[N:9]=1)[C:2]([NH2:4])=[NH:3].CS[C:17]1[NH:18][CH2:19][CH2:20][CH2:21][C:22]=1[N+:23]([O-:25])=[O:24]>C(O)C>[NH:1]([C:5]1[S:6][CH:7]=[C:8]([CH2:10][S:11][CH2:12][CH2:13][NH:14][C:17]2[NH:18][CH2:19][CH2:20][CH2:21][C:22]=2[N+:23]([O-:25])=[O:24])[N:9]=1)[C:2]([NH2:4])=[NH:3]. Procedure: A solution of 2-(2-guanidino-4-thiazolylmethylthio)ethylamine (0.8 g, 3.5 mmol) and 2-methylthio-3-nitro-1,4,5,6-tetrahydropyridine (0.5 g, 2.9 mmol) in ethanol (50 ml) was refluxed for 3 hours then left to stand at room temperature overnight. The solvent was removed in vacuo and the residue chromatographed on a silica-gel column. The product was eluted with ethyl acetate/propan-2-ol (8:2) and recrystallised twice from methanol/ether. Yield: 0.16 g, 15%. M.P. 211°-212.5° C.